describe an organic reaction: reactants, conditions, products, and yield From a dataset of the Open Reaction Database (ORD), a public repository of structured organic reaction records. Starting materials: CCNC(=O)[C@@H]1[C@H]([C@H]([C@@H](O1)N2C=NC3=C2N=C(N=C3N)C#CCC4CCC(CC4)C(=O)OC)O)O (ATL146e), CO.N (MeOH NH3). Run at temperature 25 celsius, time 48 hour. Product: C(C)NC(=O)C1OC(C(C1O)O)N1C2=NC(=NC(=C2N=C1)N)C#CCC1CCC(CC1)C(N)=O (5-{6-Amino-2-[3-(4-carbamoyl-cyclohexyl)-prop-1-ynyl]purin-9-yl}-3,4-dihydroxytetrahydrofuran-2-carboxylic acid ethylamide). Yield: 83.0%. As a reaction SMILES: [CH3:1][CH2:2][NH:3][C:4]([C@H:6]1[O:10][C@@H:9]([N:11]2[C:15]3[N:16]=[C:17]([C:21]#[C:22][CH2:23][CH:24]4[CH2:29][CH2:28][CH:27]([C:30]([O:32]C)=O)[CH2:26][CH2:25]4)[N:18]=[C:19]([NH2:20])[C:14]=3[N:13]=[CH:12]2)[C@H:8]([OH:34])[C@@H:7]1[OH:35])=[O:5].CO.[NH3:38]>>[CH2:2]([NH:3][C:4]([CH:6]1[CH:7]([OH:35])[CH:8]([OH:34])[CH:9]([N:11]2[CH:12]=[N:13][C:14]3[C:15]2=[N:16][C:17]([C:21]#[C:22][CH2:23][CH:24]2[CH2:25][CH2:26][CH:27]([C:30](=[O:32])[NH2:38])[CH2:28][CH2:29]2)=[N:18][C:19]=3[NH2:20])[O:10]1)=[O:5])[CH3:1] |f:1.2|. Reported procedure: To a sealed tube containing 10 mL of saturated MeOH/NH3 solution was added 5 mg (0.01 mmol) of ATL146e. The flask was sealed and allowed to stir at 25° C. for 48 hours. The vessel was cooled to 0° C., opened, and the ammonia removed by bubbling N2 for 1 hour. The remaining solvent was then removed in vacuo to yield 4.0 mg (83%) of JR3055 as a white solid after the residue was purified by RP-HPLC. 1H NMR (CD3OD-d4) δ 8.41 (s, 1 H), 5.98 (d, J=7.2 Hz, 1H), 4.65 (dd, J=7.3 Hz, 4.8 Hz, 1 H), 4.41 (d...